This data is from the Open Reaction Database (ORD), a public repository of structured organic reaction records. The task is: describe an organic reaction: reactants, conditions, products, and yield Reactants: FC(F)(F)CCBr, CN(C)C=O, N#CC(C#N)Cc1ccc(Cl)cc1, [H-], [Na+]. Yields the product N#CC(C#N)(CCC(F)(F)F)Cc1ccc(Cl)cc1. As a reaction SMILES: [Br:16][CH2:17][CH2:18][C:19]([F:20])([F:21])[F:22].[CH3:23][N:24]([CH3:25])[CH:26]=[O:27].[Cl:1][c:2]1[cH:3][cH:4][c:5]([CH2:6][CH:7]([C:8]#[N:9])[C:10]#[N:11])[cH:12][cH:13]1.[H-:14].[Na+:15]>>[Cl:1][c:2]1[cH:3][cH:4][c:5]([CH2:6][C:7]([C:8]#[N:9])([C:10]#[N:11])[CH2:17][CH2:18][C:19]([F:20])([F:21])[F:22])[cH:12][cH:13]1.